This data is from the Open Reaction Database (ORD), a public repository of structured organic reaction records. The task is: describe an organic reaction: reactants, conditions, products, and yield Starting materials: C(Cl)(Cl)Cl (chloroform), crude solution, BrCC(OC1=CC=C(C=C1)Cl)(C)C (1-(2-bromo-1,1-dimethylethoxy)-4-chlorobenzene), [C-]#N.[Na+] (sodium cyanide). Run in CS(=O)C (dimethyl sulfoxide), [Cl-].[Na+].O (brine). Yields the product ClC1=CC=C(OC(CC#N)(C)C)C=C1 (3-(4-chlorophenoxy)-3-methylbutyronitrile). Reaction SMILES: Br[CH2:2][C:3]([CH3:13])([CH3:12])[O:4][C:5]1[CH:10]=[CH:9][C:8]([Cl:11])=[CH:7][CH:6]=1.[C-:14]#[N:15].[Na+].C(Cl)(Cl)Cl>CS(C)=O.[Cl-].[Na+].O>[Cl:11][C:8]1[CH:9]=[CH:10][C:5]([O:4][C:3]([CH3:13])([CH3:12])[CH2:2][C:14]#[N:15])=[CH:6][CH:7]=1 |f:1.2,5.6.7|. Procedure details: A crude solution of 1-(2-bromo-1,1-dimethylethoxy)-4-chlorobenzene (60.3 mmol) in dimethyl sulfoxide (60 mL) is treated with sodium cyanide (180.7 mmol). The reaction mixture is heated to 95 degrees Celsius overnight under nitrogen. The reaction mixture is transferred into a separatory funnel using brine (150 mL) and chloroform (300 mL). The reaction mixture is equilibrated and the aqueous layer is removed. The aqueous layer is extracted an additional two times with chloroform (2×300 mL). The co... The product is CC(CO)Oc1cc(Oc2ccc(C(=O)N3CCC3)cc2Cl)cc(C(=O)Nc2cnccn2)c1. RXN SMILES: [C:42](=[O:43])([OH:44])[O-:45].[CH3:47][OH:48].[ClH:49].[N:1]1([C:5](=[O:6])[c:7]2[cH:8][c:9]([Cl:41])[c:10]([O:11][c:12]3[cH:13][c:14]([C:15](=[O:16])[NH:17][c:18]4[n:19][cH:20][cH:21][n:22][cH:23]4)[cH:24][c:25]([O:27][CH:28]([CH2:29][O:30][Si:31]([C:32]([CH3:33])([CH3:34])[CH3:35])([CH3:36])[CH3:37])[CH3:38])[cH:26]3)[cH:39][cH:40]2)[CH2:2][CH2:3][CH2:4]1.[Na+:46]>>[N:1]1([C:5](=[O:6])[c:7]2[cH:8][c:9]([Cl:41])[c:10]([O:11][c:12]3[cH:13][c:14]([C:15](=[O:16])[NH:17][c:18]4[n:19][cH:20][cH:21][n:22][cH:23]4)[cH:24][c:25]([O:27][CH:28]([CH2:29][OH:30])[CH3:38])[cH:26]3)[cH:39][cH:40]2)[CH2:2][CH2:3][CH2:4]1. The reactants are O=C([O-])O, CO, Cl, CC(CO[Si](C)(C)C(C)(C)C)Oc1cc(Oc2ccc(C(=O)N3CCC3)cc2Cl)cc(C(=O)Nc2cnccn2)c1, [Na+]. Starting materials: CC1=C(C(=C(C=C1)C)N)O (2,5-dimethyl-6-aminophenol), Cl.ClN=CC(=O)OCC (ethyl 2-chloroiminoacetate hydrochloride). Run in C(Cl)Cl (methylene chloride). Reaction conditions: time 18 hour. Yields the product ClCC=1OC2=C(N1)C(=CC=C2C)C (2-chloromethyl-4,7-dimethyl-benzoxazole). As a reaction SMILES: [CH3:1][C:2]1[CH:7]=[CH:6][C:5]([CH3:8])=[C:4]([NH2:9])[C:3]=1[OH:10].[ClH:11].ClN=CC(O[CH2:18][CH3:19])=O>C(Cl)Cl>[Cl:11][CH2:18][C:19]1[O:10][C:3]2[C:2]([CH3:1])=[CH:7][CH:6]=[C:5]([CH3:8])[C:4]=2[N:9]=1 |f:1.2|. Procedure: To a solution of 2,5-dimethyl-6-aminophenol (0.67 g, 4.9 mmol) in methylene chloride, solid ethyl 2-chloroiminoacetate hydrochloride (0.85 g, 4.9 mmol) was added. The resultant slurry was stirred at room temperature for 18 hours, then filtered through a plug of diatomaceous earth and concentrated under reduced pressure (15 torr). The solid residue was subjected to column chromatography on silica gel (50 g, eluted with 1% methanol in chloroform). Collection and concentration of appropriate fracti... Starting materials: C(C)(C)(C)C=1C=C(CCC(=O)OC)C=C(C1O)C(C)(C)C (methyl 3,5-di-tert-butyl-4-hydroxyhydrocinnamate), C(CCCCC(C)C)O (isooctanol), C(C)C(C(=O)[O-])CCCC.C(C)C(C(=O)[O-])CCCC.C(C)C(C(=O)[O-])CCCC.C(CCC)[Sn+3] (butyltin tris-(2-ethylhexanoate)). The product is C(C)(C)(C)C=1C=C(CCC(=O)OCCCCCC(C)C)C=C(C1O)C(C)(C)C (Isooctyl 3,5-Di-tert-butyl-4-hydroxyhydrocinnamate). Reaction SMILES: [C:1]([C:5]1[CH:6]=[C:7]([CH:14]=[C:15]([C:18]([CH3:21])([CH3:20])[CH3:19])[C:16]=1[OH:17])[CH2:8][CH2:9][C:10]([O:12][CH3:13])=[O:11])([CH3:4])([CH3:3])[CH3:2].C(O)[CH2:23][CH2:24][CH2:25][CH2:26][CH:27]([CH3:29])[CH3:28].C(C(CCCC)C([O-])=O)C.C(C(CCCC)C([O-])=O)C.C(C(CCCC)C([O-])=O)C.C([Sn+3])CCC>>[C:1]([C:5]1[CH:6]=[C:7]([CH:14]=[C:15]([C:18]([CH3:21])([CH3:20])[CH3:19])[C:16]=1[OH:17])[CH2:8][CH2:9][C:10]([O:12][CH2:13][CH2:23][CH2:24][CH2:25][CH2:26][CH:27]([CH3:29])[CH3:28])=[O:11])([CH3:3])([CH3:4])[CH3:2] |f:2.3.4.5|. Reported procedure: In a three-necked, round-bottomed flask fitted with a stirrer, thermometer, reflux condenser with a trap to collect distilled off methanol and later isooctanol and a vacuum connection are added 200 g (0.684 mole) of methyl 3,5-di-tert-butyl-4-hydroxyhydrocinnamate, 178 g (1.37 moles, 100% excess) of isooctanol (Exxal®-8, Exxon) and 0.05 g (0.0000826 mole; 50 ppm of tin in final product) of butyltin tris-(2-ethylhexanoate) (Fascat® 9102, Elf-Atochem). The reaction mixture is subjected to a reduce...